Dataset: the Open Reaction Database (ORD), a public repository of structured organic reaction records. Task: describe an organic reaction: reactants, conditions, products, and yield Starting materials: [N+](=O)([O-])C=1C=CC(=NC1)OC=1C=C2CCC(OC2=CC1)C1=CC=CC=C1 (5-nitro-2-(2-phenylchroman-6-yloxy)pyridine), FC1=C(C=C(C=C1)F)C1OC2=CC=C(C=C2CC1)O (2-(2,5-difluorophenyl)chroman-6-ol). Yields the product FC1=C(C=C(C=C1)F)C1OC2=CC=C(C=C2CC1)OC1=NC=C(C=C1)[N+](=O)[O-] (2-[2-(2,5-Difluorophenyl)chroman-6-yloxy]-5-nitropyridine). Reaction SMILES: [N+:1]([C:4]1[CH:5]=[CH:6][C:7](OC2C=C3C(=CC=2)OC(C2C=CC=CC=2)CC3)=[N:8][CH:9]=1)([O-:3])=[O:2].[F:27][C:28]1[CH:33]=[CH:32][C:31]([F:34])=[CH:30][C:29]=1[CH:35]1[CH2:44][CH2:43][C:42]2[C:37](=[CH:38][CH:39]=[C:40]([OH:45])[CH:41]=2)[O:36]1>>[F:27][C:28]1[CH:33]=[CH:32][C:31]([F:34])=[CH:30][C:29]=1[CH:35]1[CH2:44][CH2:43][C:42]2[C:37](=[CH:38][CH:39]=[C:40]([O:45][C:7]3[CH:6]=[CH:5][C:4]([N+:1]([O-:3])=[O:2])=[CH:9][N:8]=3)[CH:41]=2)[O:36]1. Reported procedure: 2-[2-(2,5-Difluorophenyl)chroman-6-yloxy]-5-nitropyridine was prepared as described for 5-nitro-2-(2-phenylchroman-6-yloxy)pyridine in Example 1(b) starting from 100 mg of 2-(2,5-difluorophenyl)chroman-6-ol. The product was recrystallised from 2-propanol. 1H NMR (400 MHz, CDCl3) δ: 9.07 (dd, 1H, J 2.8, 0.4 Hz), 8.47 (dd, 1H, J 9.1, 2.8 Hz), 7.26 (m, 1H), 7.05-6.91 (m, 6H), 5.35 (dd, 1H, J 10.3, 1.5 Hz), 3.04 (ddd, 1H, J −16.9, 11.7, 6.0 Hz), 2.82 (ddd, 1H, J −16.9, 5.2, 3.0 Hz), 2.29 (m, 1H), 2.... Starting materials: Cl (hydrochloric acid), OC1=CC=C(C(=O)C2=CC=C(C=C2)O)C=C1 (4,4′-dihydroxy-benzophenone), BrCCCCCCCCCCCCCCCCCCCCCC (1-bromodocosane), C([O-])([O-])=O.[K+].[K+] (potassium carbonate). Run in O (water), CN(C)C=O (DMF). Conditions: temperature 80 celsius, time 6.5 hour. Product: C(CCCCCCCCCCCCCCCCCCCCC)OC1=CC=C(C(=O)C2=CC=C(C=C2)OCCCCCCCCCCCCCCCCCCCCCC)C=C1 (4,4′-didocosyloxy-benzophenone). The yield is 89.0%. RXN SMILES: O[C:2]1[CH:16]=[CH:15][C:5]([C:6]([C:8]2[CH:13]=[CH:12][C:11]([OH:14])=[CH:10][CH:9]=2)=[O:7])=[CH:4][CH:3]=1.Br[CH2:18][CH2:19][CH2:20][CH2:21][CH2:22][CH2:23][CH2:24][CH2:25][CH2:26][CH2:27][CH2:28][CH2:29][CH2:30][CH2:31][CH2:32][CH2:33][CH2:34][CH2:35][CH2:36][CH2:37][CH2:38][CH3:39].[C:40](=[O:43])([O-])[O-].[K+].[K+].Cl>O.CN(C=O)C>[CH2:18]([O:14][C:11]1[CH:12]=[CH:13][C:8]([C:6]([C:5]2[CH:15]=[CH:16][C:2]([O:43][CH2:40][CH2:38][CH2:37][CH2:36][CH2:35][CH2:34][CH2:33][CH2:32][CH2:31][CH2:30][CH2:29][CH2:28][CH2:27][CH2:26][CH2:25][CH2:24][CH2:23][CH2:22][CH2:21][CH2:20][CH2:19][CH3:18])=[CH:3][CH:4]=2)=[O:7])=[CH:9][CH:10]=1)[CH2:19][CH2:20][CH2:21][CH2:22][CH2:23][CH2:24][CH2:25][CH2:26][CH2:27][CH2:28][CH2:29][CH2:30][CH2:31][CH2:32][CH2:33][CH2:34][CH2:35][CH2:36][CH2:37][CH2:38][CH3:39] |f:2.3.4|. Reported procedure: To 4,4′-dihydroxy-benzophenone (8.2 g, 38.3 mmol) and 1-bromodocosane (31.3 g, 80.4 mmol) were added DMF (300 mL) and potassium carbonate (15.9 g, 115 mmol), and the mixture was stirred at 80° C. for 6.5 hr. After confirmation of the disappearance of the monoalkylated compound, the reaction mixture was ice-cooled, and 1N hydrochloric acid (300 mL) and water (150 mL) were slowly added to the thoroughly-stirred mixture. The slurry was filtered, and the obtained crystals were washed with water and ...